Dataset: the Open Reaction Database (ORD), a public repository of structured organic reaction records. Task: describe an organic reaction: reactants, conditions, products, and yield Reactants: O=C([O-])[O-], Cc1ccccc1, CC1(C)OB(c2cn[nH]c2)OC1(C)C, CCO, CSc1nccc(Cl)n1, [Na+], [Na+], O, c1ccc(P(c2ccccc2)(c2ccccc2)[Pd](P(c2ccccc2)(c2ccccc2)c2ccccc2)(P(c2ccccc2)(c2ccccc2)c2ccccc2)P(c2ccccc2)(c2ccccc2)c2ccccc2)cc1. Yields the product CSc1nccc(-c2cn[nH]c2)n1. Reaction SMILES: [C:24](=[O:25])([O-:26])[O-:27].[CH3:107][c:108]1[cH:109][cH:110][cH:111][cH:112][cH:113]1.[CH3:10][C:11]1([CH3:12])[C:13]([CH3:14])([CH3:15])[O:16][B:17]([c:18]2[cH:19][n:20][nH:21][cH:22]2)[O:23]1.[CH3:114][CH2:115][OH:116].[Cl:1][c:2]1[n:3][c:4]([S:8][CH3:9])[n:5][cH:6][cH:7]1.[Na+:28].[Na+:29].[OH2:117].[cH:30]1[cH:31][cH:32][c:33]([P:34]([Pd:35]([P:36]([c:37]2[cH:38][cH:39][cH:40][cH:41][cH:42]2)([c:43]2[cH:44][cH:45][cH:46][cH:47][cH:48]2)[c:49]2[cH:50][cH:51][cH:52][cH:53][cH:54]2)([P:55]([c:56]2[cH:57][cH:58][cH:59][cH:60][cH:61]2)([c:62]2[cH:63][cH:64][cH:65][cH:66][cH:67]2)[c:68]2[cH:69][cH:70][cH:71][cH:72][cH:73]2)[P:74]([c:75]2[cH:76][cH:77][cH:78][cH:79][cH:80]2)([c:81]2[cH:82][cH:83][cH:84][cH:85][cH:86]2)[c:87]2[cH:88][cH:89][cH:90][cH:91][cH:92]2)([c:93]2[cH:94][cH:95][cH:96][cH:97][cH:98]2)[c:99]2[cH:100][cH:101][cH:102][cH:103][cH:104]2)[cH:105][cH:106]1>>[c:2]1(-[c:18]2[cH:19][n:20][nH:21][cH:22]2)[n:3][c:4]([S:8][CH3:9])[n:5][cH:6][cH:7]1. Reactants: BrC1=CC=C2C(=NC(=NC2=C1)C1=C(C=CC=C1)O)N[C@@H]1CN(CC1)C(=O)OC(C)(C)C ((S)-tert-Butyl 3-(7-bromo-2-(2-hydroxyphenyl)quinazolin-4-ylamino)pyrrolidine-1-carboxylate), COC/C=C/B1OC(C)(C)C(C)(C)O1 (trans-3-methoxy-1-propenylboronic acid pinacol ester), C(=O)([O-])[O-].[Na+].[Na+] (Na2CO3), palladium tetrakistriphenyl phosphine. The solvent is C1(=CC=CC=C1)C (toluene), O (water). Reaction conditions: temperature 110 celsius. Product: OC1=C(C=CC=C1)C1=NC2=CC(=CC=C2C(=N1)N[C@@H]1CN(CC1)C(=O)OC(C)(C)C)\C=C\COC ((S,E)-tert-Butyl 3-(2-(2-hydroxyphenyl)-7-(3-methoxyprop-1-enyl)quinazolin-4-ylamino)pyrrolidine-1-carboxylate). Isolated yield 74.5%. RXN SMILES: Br[C:2]1[CH:11]=[C:10]2[C:5]([C:6]([NH:19][C@H:20]3[CH2:24][CH2:23][N:22]([C:25]([O:27][C:28]([CH3:31])([CH3:30])[CH3:29])=[O:26])[CH2:21]3)=[N:7][C:8]([C:12]3[CH:17]=[CH:16][CH:15]=[CH:14][C:13]=3[OH:18])=[N:9]2)=[CH:4][CH:3]=1.[CH3:32][O:33][CH2:34]/[CH:35]=[CH:36]/B1OC(C)(C)C(C)(C)O1.C([O-])([O-])=O.[Na+].[Na+]>C1(C)C=CC=CC=1.O>[OH:18][C:13]1[CH:14]=[CH:15][CH:16]=[CH:17][C:12]=1[C:8]1[N:7]=[C:6]([NH:19][C@H:20]2[CH2:24][CH2:23][N:22]([C:25]([O:27][C:28]([CH3:31])([CH3:29])[CH3:30])=[O:26])[CH2:21]2)[C:5]2[C:10](=[CH:11][C:2](/[CH:36]=[CH:35]/[CH2:34][O:33][CH3:32])=[CH:3][CH:4]=2)[N:9]=1 |f:2.3.4|. Reported procedure: (S)-tert-Butyl 3-(7-bromo-2-(2-hydroxyphenyl)quinazolin-4-ylamino)pyrrolidine-1-carboxylate (0.099 g, 0.20 mmol), trans-3-methoxy-1-propenylboronic acid pinacol ester (0.051 g, 0.23 mmol), Na2CO3 (0.066 g, 0.62 mmol), palladium tetrakistriphenyl phosphine (0.012 g, 0.011 mmol) was dissolved in a toluene (1 mL) and water (0.3 mL) and the mixture was degassed in a sealed tube. The reaction mixture was heated at 110° C. for 16 h. The reaction mixture was cooled and diluted with water (50 mL) and ex... Starting materials: stannous chloride dihydrate, Cl (hydrochloric acid), CC1=C(C=C2C(=N1)NC(N2)=O)C2=CC=C(C=C2)[N+](=O)[O-] (1,3-dihydro-5-methyl-6-(4-nitrophenyl)-2H-imidazo[4,5-b]pyridin-2-one). Solvent: C(C)O (ethanol), O (water). The product is NC1=CC=C(C=C1)C=1C=C2C(=NC1C)NC(N2)=O (6-(4-aminophenyl)-1,3-dihydro-5-methyl-2H-imidazo[4,5-b]pyridin-2-one). Isolated yield 128.2%. Reaction SMILES: [CH3:1][C:2]1[N:7]=[C:6]2[NH:8][C:9](=[O:11])[NH:10][C:5]2=[CH:4][C:3]=1[C:12]1[CH:17]=[CH:16][C:15]([N+:18]([O-])=O)=[CH:14][CH:13]=1.Cl>C(O)C.O>[NH2:18][C:15]1[CH:16]=[CH:17][C:12]([C:3]2[CH:4]=[C:5]3[NH:10][C:9](=[O:11])[NH:8][C:6]3=[N:7][C:2]=2[CH3:1])=[CH:13][CH:14]=1. Procedure: To a suspension of 10.11 g 1,3-dihydro-5-methyl-6-(4-nitrophenyl)-2H-imidazo[4,5-b]pyridin-2-one (Example 5) in 200 ml absolute ethanol and 80 ml water was added 25.34 g stannous chloride dihydrate (SnCl2.2H2O) and 120 ml concentrated hydrochloric acid. The reaction mixture was heated at reflux for 6 hours, then cooled to room temperature and allowed to stand until crystals formed. The latter was collected by decantation and additional product obtained by concentration of the mother liquors to 6...